From a dataset of the Open Reaction Database (ORD), a public repository of structured organic reaction records. describe an organic reaction: reactants, conditions, products, and yield Starting materials: [Br-], C[Mg+], CC(C)Oc1ccc(C=O)nc1, Cl, C1CCOC1. As a reaction SMILES: [Br-:13].[CH3:14][Mg+:15].[CH3:1][CH:2]([CH3:3])[O:4][c:5]1[cH:6][cH:7][c:8]([CH:11]=[O:12])[n:9][cH:10]1.[ClH:16].[O:17]1[CH2:18][CH2:19][CH2:20][CH2:21]1>>[CH3:1][CH:2]([CH3:3])[O:4][c:5]1[cH:6][cH:7][c:8]([CH:11]([OH:12])[CH3:14])[n:9][cH:10]1. Product: CC(C)Oc1ccc(C(C)O)nc1. Reactants: ClC1=CC(=NC=N1)NC ((6-chloro-pyrimidin-4-yl)-methyl-amine), [N+](=O)([O-])C1=C(C=CC=C1)N (2-nitro-phenylamine), CC(C)C1=CC(=C(C(=C1)C(C)C)C2=C(C=CC(=C2P(C3CCCCC3)C4CCCCC4)OC)OC)C(C)C (Brettphos), CC(C)(C)[O-].[Na+] (tBuONa). Run in COCCOC (DME), CCOC(=O)C (EtOAc). Run at temperature 90 celsius. Yields the product CNC1=NC=NC(=C1)NC1=C(C=CC=C1)[N+](=O)[O-] (N-Methyl-N′-(2-nitro-phenyl)-pyrimidine-4,6-diamine). Isolated yield 35.0%. As a reaction SMILES: Cl[C:2]1[N:7]=[CH:6][N:5]=[C:4]([NH:8][CH3:9])[CH:3]=1.[N+:10]([C:13]1[CH:18]=[CH:17][CH:16]=[CH:15][C:14]=1[NH2:19])([O-:12])=[O:11].CC(C1C=C(C(C)C)C(C2C(P(C3CCCCC3)C3CCCCC3)=C(OC)C=CC=2OC)=C(C(C)C)C=1)C.CC([O-])(C)C.[Na+]>COCCOC.CCOC(C)=O>[CH3:9][NH:8][C:4]1[CH:3]=[C:2]([NH:19][C:14]2[CH:15]=[CH:16][CH:17]=[CH:18][C:13]=2[N+:10]([O-:12])=[O:11])[N:7]=[CH:6][N:5]=1 |f:3.4|. Procedure: A mixture of (6-chloro-pyrimidin-4-yl)-methyl-amine (1 g, 7 mmol), 2-nitro-phenylamine (965 mg, 7 mmol), Brettphos (279 g, 0.35 mmol) and tBuONa (2 g, 21 mmol) in DME (50 mL) was heated to 90° C. for 1 hour under nitrogen atmosphere. The reaction was concentrated, and the residue was purified by flash chromatography on silica eluting with DCM:EtOAc=10:1-4:1 to obtain the title compound (600 mg, yield: 35%) as a yellow solid. 1H NMR (400 MHz, CDCl3) δ 2.94 (d, 3H), 4.99 (bs, 1H), 5.82 (s, 1H), 7.... The reactants are ClCC(=O)Cl (chloroacetyl chloride), [Cl-].[Na+] (sodium chloride), N(C)CC(=O)O (Sarcosine), Cl (hydrochloric acid). The solvent is [OH-].[Na+] (sodium hydroxide), [OH-].[Na+] (sodium hydroxide). Conditions: temperature -5 celsius. The product is ClCC(=O)N(C)CC(=O)O (N-chloroacetylsarcosine). RXN SMILES: [NH:1]([CH2:3][C:4]([OH:6])=[O:5])[CH3:2].[Cl:7][CH2:8][C:9](Cl)=[O:10].Cl.[Cl-].[Na+]>[OH-].[Na+]>[Cl:7][CH2:8][C:9]([N:1]([CH2:3][C:4]([OH:6])=[O:5])[CH3:2])=[O:10] |f:3.4,5.6|. Reported procedure: Sarcosine (32.38 g, 363 mmol) was dissolved in 90 mL 4N aqueous sodium hydroxide, and cooled in an ice-salt bath to -5° C. The mixture was stirred vigorously and treated simultaneously with chloroacetyl chloride (32 mL, 402 mmol) and 110 mL 4N aqueous sodium hydroxide dropwise over 20 minutes. After warming to ambient temperature and stirring for 34 hours, the solution was carefully acidified to pH 2 (concentrated hydrochloric acid), saturated with sodium chloride, and extracted with ethyl aceta...